Dataset: the Open Reaction Database (ORD), a public repository of structured organic reaction records. Task: describe an organic reaction: reactants, conditions, products, and yield Reactants: Cu(I)Br, N1=C(C=CC=C1)C1=NC=CC=C1 (2,2′-bipyridine), norbornene methylene bromide(NBMBr), styrene(St), C1(=CC=CC=C1)C (toluene). Conditions: temperature 100 celsius, time 12 hour. The product is C1=CC=CC=2C3=CC=CC=C3NC12 (Carbazole). As a reaction SMILES: N1[CH:6]=[CH:5][CH:4]=[CH:3][C:2]=1[C:7]1[CH:12]=[CH:11][CH:10]=[CH:9][N:8]=1.[C:13]1(C)C=CC=C[CH:14]=1>>[CH:10]1[C:9]2[NH:8][C:7]3[C:2](=[CH:3][CH:4]=[CH:5][CH:6]=3)[C:14]=2[CH:13]=[CH:12][CH:11]=1. Procedure details: To an ampoule, Cu(I)Br (1 mmol), 2,2′-bipyridine (1 mmol), norbornene methylene bromide(NBMBr) (1 mmol) and styrene(St) (100 mmol) were added in 10 mL toluene. The heterogeneous mixture was placed under vacuum and degassed via a freeze-pump-thaw cycle thrice. After degassing, the reaction mixture in ampoule was stirred at 100° C. for 12 hrs. The macromonomer containing polystyrene segments (NBMPStBr) was precipitated from methanol. Polymer was dissolved in THF and reprecipitated from methanol th... Starting materials: C(C1=CC=CC=C1)SC1=C(N)C=C(C=C1)Cl (2-(benzylthio)-5-chloroaniline), O1C(=CC2=C1C=CC=C2)S(=O)(=O)Cl (benzofuran-2-sulfonyl chloride). Run in N1=CC=CC=C1 (pyridine). Yields the product C(C1=CC=CC=C1)SC1=C(C=C(C=C1)Cl)NS(=O)(=O)C=1OC2=C(C1)C=CC=C2 (N-[2-(benzylthio)-5-chlorophenyl]-1-benzofuran-2-sulfonamide). Isolated yield 26.6%. As a reaction SMILES: [CH2:1]([S:8][C:9]1[CH:15]=[CH:14][C:13]([Cl:16])=[CH:12][C:10]=1[NH2:11])[C:2]1[CH:7]=[CH:6][CH:5]=[CH:4][CH:3]=1.[O:17]1[C:21]2[CH:22]=[CH:23][CH:24]=[CH:25][C:20]=2[CH:19]=[C:18]1[S:26](Cl)(=[O:28])=[O:27]>N1C=CC=CC=1>[CH2:1]([S:8][C:9]1[CH:15]=[CH:14][C:13]([Cl:16])=[CH:12][C:10]=1[NH:11][S:26]([C:18]1[O:17][C:21]2[CH:22]=[CH:23][CH:24]=[CH:25][C:20]=2[CH:19]=1)(=[O:27])=[O:28])[C:2]1[CH:7]=[CH:6][CH:5]=[CH:4][CH:3]=1. Reported procedure: Following General Procedure B, the title compound (235 mg) was prepared from 2-(benzylthio)-5-chloroaniline (509 mg, 2.052 mmol) and benzofuran-2-sulfonyl chloride (443 mg, 2.052 mmol) in pyridine (5 ml). Reactants: ClC1=C(C(=O)N)C=CC=N1 (2-chloronicotinamide), C([O-])([O-])=O.[K+].[K+] (potassium carbonate), FC1=CC=C(C=C1)C1=NN(C(=C1)N)C1=C(C=CC=C1)C (3-(4-fluorophenyl)-1-(2-methylphenyl)-1H-pyrazol-5-amine), FC1=CC=C(C=C1)C1=NN(C(=C1)N)C1=C(C=CC=C1)C (3-(4-fluorophenyl)-1-(2-methylphenyl)-1H-pyrazol-5-amine). The reagents and catalysts are C(C)(=O)[O-].[Cu+2].C(C)(=O)[O-] (copper (II) acetate). The solvent is CN(C)C=O (DMF). Run at temperature 150 celsius. The product is FC1=CC=C(C=C1)C1=NN(C(=C1)NC1=C(C(=O)N)C=CC=N1)C1=C(C=CC=C1)C (2-{[3-(4-fluorophenyl)-1-(2-methylphenyl)-1H-pyrazol-5-yl]amino}nicotinamide). Yield: 14.0%. Reaction SMILES: Cl[C:2]1[N:10]=[CH:9][CH:8]=[CH:7][C:3]=1[C:4]([NH2:6])=[O:5].C(=O)([O-])[O-].[K+].[K+].[F:17][C:18]1[CH:23]=[CH:22][C:21]([C:24]2[CH:28]=[C:27]([NH2:29])[N:26]([C:30]3[CH:35]=[CH:34][CH:33]=[CH:32][C:31]=3[CH3:36])[N:25]=2)=[CH:20][CH:19]=1>CN(C=O)C.C([O-])(=O)C.[Cu+2].C([O-])(=O)C>[F:17][C:18]1[CH:19]=[CH:20][C:21]([C:24]2[CH:28]=[C:27]([NH:29][C:2]3[N:10]=[CH:9][CH:8]=[CH:7][C:3]=3[C:4]([NH2:6])=[O:5])[N:26]([C:30]3[CH:35]=[CH:34][CH:33]=[CH:32][C:31]=3[CH3:36])[N:25]=2)=[CH:22][CH:23]=1 |f:1.2.3,6.7.8|. Procedure: A mixture of 2-chloronicotinamide (59 mg, 0.37 mmol), potassium carbonate (57 mg, 0.41 mmol), 3-(4-fluorophenyl)-1-(2-methylphenyl)-1H-pyrazol-5-amine (100 mg, 0.37 mmol) (Intermediate G), and copper (II) acetate (1.4 mg, 0.007 mmol) in DMF (1 mL) was heated (150° C.) in a sealed tube for 16 h. The mixture was cooled to rt, filtered through a silica gel plug using ethyl acetate as eluent, concentrated to dryness, and subjected to HPLC purification using a gradient elution from 30% to 90% acetoni... Reactants: Cl.S1C2=C(C(C1)CCN1CCN(CC1)C1=NC=CC=C1OC)C=CC=C2 (1-[2-(2,3-dihydro-benzo[b]thien-3-yl)ethyl]-4-(3-methoxy-2-pyridinyl)piperazine hydrochloride), S(=O)(=O)(C1=CC=C(C)C=C1)OCCCC=1C2=C(OC1)C=CC(=C2)F (5-fluoro-3-benzo[b]furanpropanol tosylate), COC=1C(=NC=CC1)N1CCNCC1 (1-(3-methoxy-2-pyridinyl)piperazine). The product is Cl.FC1=CC2=C(OC=C2CCCN2CCN(CC2)C2=NC=CC=C2OC)C=C1 (1-[3-(5-fluorobenzo[b]furan-3-yl)propyl]-4-(3-methoxy-2-pyridinyl)piperazine hydrochloride). RXN SMILES: [ClH:1].S1[CH2:6][CH:5]([CH2:7][CH2:8][N:9]2[CH2:14][CH2:13][N:12]([C:15]3[C:20]([O:21][CH3:22])=[CH:19][CH:18]=[CH:17][N:16]=3)[CH2:11][CH2:10]2)C2C=CC=CC1=2.S(OCCCC1[C:42]2[CH:49]=[C:48]([F:50])[CH:47]=[CH:46][C:43]=2[O:44][CH:45]=1)(C1C=CC(C)=CC=1)(=O)=O.COC1C(N2CCNCC2)=NC=CC=1>>[ClH:1].[F:50][C:48]1[CH:49]=[CH:42][C:43]2[O:44][CH:45]=[C:6]([CH2:5][CH2:7][CH2:8][N:9]3[CH2:14][CH2:13][N:12]([C:15]4[C:20]([O:21][CH3:22])=[CH:19][CH:18]=[CH:17][N:16]=4)[CH2:11][CH2:10]3)[C:46]=2[CH:47]=1 |f:0.1,4.5|. Procedure: The title compound was prepared (0.93 g, 74%, mp 182°-184° C.) in a manner analogous to the preparation of 1-[2-(2,3-dihydrobenzo[b]thien-3-yl)ethyl]-4-(3-methoxy-2-pyridinyl)piperazine hydrochloride (Example 17) by the reaction of 5-fluoro-3-benzo[b]furanpropanol tosylate with 1-(3-methoxy-2-pyridinyl)piperazine. Reaction SMILES: [N+:1]([O-:2])(=[O:3])[c:4]1[cH:5][cH:6][c:7]([CH3:23])[c:8]([NH:10][c:11]2[n:12][cH:13][cH:14][c:15](-[c:17]3[cH:18][n:19][cH:20][cH:21][cH:22]3)[n:16]2)[cH:9]1.[NH2:24][NH2:25]>>[NH2:1][c:4]1[cH:5][cH:6][c:7]([CH3:23])[c:8]([NH:10][c:11]2[n:12][cH:13][cH:14][c:15](-[c:17]3[cH:18][n:19][cH:20][cH:21][cH:22]3)[n:16]2)[cH:9]1. Reactants: Cc1ccc([N+](=O)[O-])cc1Nc1nccc(-c2cccnc2)n1, NN. Yields the product Cc1ccc(N)cc1Nc1nccc(-c2cccnc2)n1. The reactants are C(=O)(Cl)Cl (phosgene), C(C1=CC=CC=C1)N1CC(CC1)OC1=CC(=C(C=C1)F)Cl (1-benzyl-3-(3-chloro-4-fluorophenoxy)pyrrolidine). Solvent: C1=CC=CC=C1 (benzene), C1=CC=CC=C1 (benzene). Reaction conditions: time 2 day. Product: ClC=1C=C(OC2CN(CC2)C(=O)Cl)C=CC1F (3-(3-Chloro-4-fluorophenoxy)-1-pyrrolidinecarbonyl Chloride). The yield is 7.2%. Reaction SMILES: [C:1]([Cl:4])(Cl)=[O:2].C([N:12]1[CH2:16][CH2:15][CH:14]([O:17][C:18]2[CH:23]=[CH:22][C:21]([F:24])=[C:20]([Cl:25])[CH:19]=2)[CH2:13]1)C1C=CC=CC=1>C1C=CC=CC=1>[Cl:25][C:20]1[CH:19]=[C:18]([CH:23]=[CH:22][C:21]=1[F:24])[O:17][CH:14]1[CH2:15][CH2:16][N:12]([C:1]([Cl:4])=[O:2])[CH2:13]1. Reported procedure: To a stirred solution of 19.6 g (0.2 mole) of phosgene in benzene (100 ml of 2 molar solution) under nitrogen gas was added dropwise 61.1 g (0.2 mole) of 1-benzyl-3-(3-chloro-4-fluorophenoxy)pyrrolidine in 100 ml of dry benzene. The mixture was stirred for about 21/2 days. The mixture was filtered to remove 8 g of starting compound as the hydrochloride salt and the filtrate was concentrated under reduced pressure. The resulting oil was triturated in succession with three 100 ml portions of 30/60...